This data is from the Open Reaction Database (ORD), a public repository of structured organic reaction records. The task is: describe an organic reaction: reactants, conditions, products, and yield Starting materials: N(=O)[O-].[Na+] (sodium nitrite), C(C1=CC=CC=C1)N1CC(CCC1)OC1=CC(=C(C=C1)N)CS(=O)(=O)C1=CC=CC2=CC=CC=C12 (4-(1-benzylpiperidin-3-yloxy)-2-(1-naphthylsulfonylmethyl)phenylamine), C([O-])(O)=O.[Na+] (sodium bicarbonate). Solvent: O (H2O), C1CCOC1 (THF), Cl (HCl). Product: C(C1=CC=CC=C1)N1CC(CCC1)OC=1C=C2C(=NNC2=CC1)S(=O)(=O)C1=CC=CC2=CC=CC=C12 (5-(1-Benzylpiperidin-3-yloxy)-3-(1-naphthylsulfonyl)-1H-indazole), solid. The yield is 70.0%. Reaction SMILES: [CH2:1]([N:8]1[CH2:13][CH2:12][CH2:11][CH:10]([O:14][C:15]2[CH:20]=[CH:19][C:18]([NH2:21])=[C:17]([CH2:22][S:23]([C:26]3[C:35]4[C:30](=[CH:31][CH:32]=[CH:33][CH:34]=4)[CH:29]=[CH:28][CH:27]=3)(=[O:25])=[O:24])[CH:16]=2)[CH2:9]1)[C:2]1[CH:7]=[CH:6][CH:5]=[CH:4][CH:3]=1.[N:36]([O-])=O.[Na+].C(=O)(O)[O-].[Na+]>C1COCC1.Cl.O>[CH2:1]([N:8]1[CH2:13][CH2:12][CH2:11][CH:10]([O:14][C:15]2[CH:16]=[C:17]3[C:18](=[CH:19][CH:20]=2)[NH:21][N:36]=[C:22]3[S:23]([C:26]2[C:35]3[C:30](=[CH:31][CH:32]=[CH:33][CH:34]=3)[CH:29]=[CH:28][CH:27]=2)(=[O:25])=[O:24])[CH2:9]1)[C:2]1[CH:3]=[CH:4][CH:5]=[CH:6][CH:7]=1 |f:1.2,3.4|. Procedure: A mixture of 4-(1-benzylpiperidin-3-yloxy)-2-(1-naphthylsulfonylmethyl)phenylamine (1.0 g, 2 mmoles) in THF and 4M HCl (10 mL), under nitrogen, at 3° C. was treated dropwise with a solution of sodium nitrite (0.16 g, 2.4 mmoles) in H2O, poured into a cold solution of saturated sodium bicarbonate and extracted with EtOAc. The extracts were combined, dried over Na2SO4, and concentrated under vacuum to afford the title compound as an off white solid (0.7 g, 1.4 mmoles). Reactants: C1(=CC=CC=C1)S(=O)(=O)N1[C@H](C(=O)OC)C[C@@H](C1)OS(=O)(=O)C (N-(benzenesulfonyl)-cis-4-(methanesulfonyloxy)-proline, methyl ester), [N-]=[N+]=[N-].[Na+] (sodium azide). The solvent is CN(C)C=O (DMF). Run at temperature -60 celsius. The product is C1(=CC=CC=C1)S(=O)(=O)N1[C@H](C(=O)OC)C[C@H](C1)N=[N+]=[N-] (N-(benzenesulfonyl)-trans-4-azidoproline, methyl ester). Yield: 84.2%. Reaction SMILES: [C:1]1([S:7]([N:10]2[CH2:18][C@@H:17](OS(C)(=O)=O)[CH2:16][C@H:11]2[C:12]([O:14][CH3:15])=[O:13])(=[O:9])=[O:8])[CH:6]=[CH:5][CH:4]=[CH:3][CH:2]=1.[N-:24]=[N+:25]=[N-:26].[Na+]>CN(C=O)C>[C:1]1([S:7]([N:10]2[CH2:18][C@H:17]([N:24]=[N+:25]=[N-:26])[CH2:16][C@H:11]2[C:12]([O:14][CH3:15])=[O:13])(=[O:9])=[O:8])[CH:6]=[CH:5][CH:4]=[CH:3][CH:2]=1 |f:1.2|. Reported procedure: In a 50 mL flask were combined 16 (0.60 g, 1.65 mmol) and 1.07 g (16.5 mmol, 10 equiv.) of sodium azide (Aldrich) in 10 mL of anhydrous DMF. The colorless solution was heated at −60° C. under a CaCl2 drying tube overnight, then allowed to cool and filtered. The flask and filter solids were washed with EtOAc, and the filtrate concentrated to dryness. The white residue was dissolved in EtOAc, washed twice with water, then brine, dried (MgSO4), filtered, and concentrated to give a pale yellow, waxy... Starting materials: CC(=O)Cl, O, OC(CCCc1ccccc1)C(F)(F)F, c1ccncc1. The product is CC(=O)OC(CCCc1ccccc1)C(F)(F)F. RXN SMILES: [CH3:16][C:17]([Cl:18])=[O:19].[OH2:20].[c:1]1([CH2:7][CH2:8][CH2:9][CH:10]([C:11]([F:12])([F:13])[F:14])[OH:15])[cH:2][cH:3][cH:4][cH:5][cH:6]1.[cH:21]1[cH:22][cH:23][n:24][cH:25][cH:26]1>>[c:1]1([CH2:7][CH2:8][CH2:9][CH:10]([C:11]([F:12])([F:13])[F:14])[O:15][C:17]([CH3:16])=[O:19])[cH:2][cH:3][cH:4][cH:5][cH:6]1. Reactants: C=C(CC)c1ccc(C(C)(C)C)nc1, Cc1ccccc1, Cn1ccnc1, CCOC(C)=O, CCOC(=O)C=[N+]=[N-]. The product is CCOC(=O)C1CC1(CC)c1ccc(C(C)(C)C)nc1. As a reaction SMILES: [C:8]([CH3:9])([CH3:10])([CH3:11])[c:12]1[n:13][cH:14][c:15]([C:18]([CH2:19][CH3:20])=[CH2:21])[cH:16][cH:17]1.[CH3:1][c:2]1[cH:3][cH:4][cH:5][cH:6][cH:7]1.[CH3:22][n:23]1[cH:24][n:25][cH:26][cH:27]1.[CH3:36][CH2:37][O:38][C:39]([CH3:40])=[O:41].[N+:28](=[N-:29])=[CH:30][C:31](=[O:32])[O:33][CH2:34][CH3:35]>>[C:8]([CH3:9])([CH3:10])([CH3:11])[c:12]1[n:13][cH:14][c:15]([C:18]2([CH2:19][CH3:20])[CH2:21][CH:30]2[C:31](=[O:32])[O:33][CH2:34][CH3:35])[cH:16][cH:17]1.